This data is from the Open Reaction Database (ORD), a public repository of structured organic reaction records. The task is: describe an organic reaction: reactants, conditions, products, and yield The reactants are OCCOC1=CC=C(C=C(C#N)C#N)C=C1 (2-[4-(2-hydroxyethoxy)-benzylidene]malononitrile), C(CCC)N(CCCC)CCCC (tributylamine), C(#N)CC(=S)N (2-cyanothioacetamide), ClCC=1N=C(SC1)C1=CC=C(C=C1)Cl (4-chloromethyl-2-(4-chlorophenyl)-1,3-thiazole). Solvent: CO (methanol). Run at time 20 hour. Product: NC1=NC(=C(C(=C1C#N)C1=CC=C(C=C1)OCCO)C#N)SCC=1N=C(SC1)C1=CC=C(C=C1)Cl (2-Amino-6-({[2-(4-chlorophenyl)-1,3-thiazol-4-yl]methyl}sulphanyl)-4-[4-(2-hydroxyethoxy)phenyl]-3,5-pyridinedicarbonitrile). As a reaction SMILES: [OH:1][CH2:2][CH2:3][O:4][C:5]1[CH:16]=[CH:15][C:8]([CH:9]=[C:10]([C:13]#[N:14])[C:11]#[N:12])=[CH:7][CH:6]=1.[C:17]([CH2:19][C:20]([NH2:22])=[S:21])#[N:18].Cl[CH2:24][C:25]1[N:26]=[C:27]([C:30]2[CH:35]=[CH:34][C:33]([Cl:36])=[CH:32][CH:31]=2)[S:28][CH:29]=1.C(N(CCCC)CCCC)CCC>CO>[NH2:12][C:11]1[C:10]([C:13]#[N:14])=[C:9]([C:8]2[CH:15]=[CH:16][C:5]([O:4][CH2:3][CH2:2][OH:1])=[CH:6][CH:7]=2)[C:19]([C:17]#[N:18])=[C:20]([S:21][CH2:24][C:25]2[N:26]=[C:27]([C:30]3[CH:35]=[CH:34][C:33]([Cl:36])=[CH:32][CH:31]=3)[S:28][CH:29]=2)[N:22]=1. Procedure details: 428.4 g (2.0 mol) of 2-[4-(2-hydroxyethoxy)-benzylidene]malononitrile, 108.4 g (1.05 mol) of 2-cyanothioacetamide and 244.1 g (1.0 mol) of 4-chloromethyl-2-(4-chlorophenyl)-1,3-thiazole are suspended in 3.4 liters of methanol and 556.1 g (3.0 mol) of tributylamine are added over a period of 60 minutes. The mixture is subsequently stirred for 20 hours at room temperature and the product is filtered off. After drying in vacuo, the crude product (360.8 g, crude yield: 70% of theory) is suspended in... Starting materials: FC1=C(C(=CC=C1)F)N1C(C=CC2=C1N=C(N=C2C=2C=C(C=CC2C)NC(=O)C=2SC=CC2)S(=O)(=O)C)=O (N-{3-[8-(2,6-difluorophenyl)-2-(methylsulfonyl)-7-oxo-7,8-dihydropyrido[2,3-d]pyrimidin-4-yl]-4-methylphenyl}-2-thiophenecarboxamide), N1CCC(CC1)NC(OC(C)(C)C)=O (1,1-dimethylethyl 4-piperidinylcarbamate). Yields the product NC1CCN(CC1)C=1N=C(C2=C(N1)N(C(C=C2)=O)C2=C(C=CC=C2F)F)C=2C=C(C=CC2C)NC(=O)C=2SC=CC2 (N-{3-[2-(4-amino-1-piperidinyl)-8-(2,6-difluorophenyl)-7-oxo-7,8-dihydropyrido[2,3-d]pyrimidin-4-yl]-4-methylphenyl}-2-thiophenecarboxamide). RXN SMILES: [F:1][C:2]1[CH:7]=[CH:6][CH:5]=[C:4]([F:8])[C:3]=1[N:9]1[C:14]2[N:15]=[C:16](S(C)(=O)=O)[N:17]=[C:18]([C:19]3[CH:20]=[C:21]([NH:26][C:27]([C:29]4[S:30][CH:31]=[CH:32][CH:33]=4)=[O:28])[CH:22]=[CH:23][C:24]=3[CH3:25])[C:13]=2[CH:12]=[CH:11][C:10]1=[O:38].[NH:39]1[CH2:44][CH2:43][CH:42]([NH:45]C(=O)OC(C)(C)C)[CH2:41][CH2:40]1>>[NH2:45][CH:42]1[CH2:43][CH2:44][N:39]([C:16]2[N:17]=[C:18]([C:19]3[CH:20]=[C:21]([NH:26][C:27]([C:29]4[S:30][CH:31]=[CH:32][CH:33]=4)=[O:28])[CH:22]=[CH:23][C:24]=3[CH3:25])[C:13]3[CH:12]=[CH:11][C:10](=[O:38])[N:9]([C:3]4[C:4]([F:8])=[CH:5][CH:6]=[CH:7][C:2]=4[F:1])[C:14]=3[N:15]=2)[CH2:40][CH2:41]1. Procedure details: The title compound was prepared as described in Example 2 from N-{3-[8-(2,6-difluorophenyl)-2-(methylsulfonyl)-7-oxo-7,8-dihydropyrido[2,3-d]pyrimidin-4-yl]-4-methylphenyl}-2-thiophenecarboxamide and 1,1-dimethylethyl 4-piperidinylcarbamate: LC-MS m/z 573 (M+H)+, 1.90 min (ret time). Reactants: [Cl-], [Li+], CN(C)C=O, O=C1CCCc2c1c1cccc3c1n2C(c1ccccc1)CO3. Yields the product O=C1c2c(n3c4c(cccc24)OCC3c2ccccc2)CCC1Cl. Reaction SMILES: [Cl-:24].[Li+:25].[O:26]=[CH:27][N:28]([CH3:29])[CH3:30].[c:1]1([CH:7]2[CH2:8][O:9][c:10]3[cH:11][cH:12][cH:13][c:14]4[c:15]5[c:20]([n:21]2[c:22]34)[CH2:19][CH2:18][CH2:17][C:16]5=[O:23])[cH:2][cH:3][cH:4][cH:5][cH:6]1>>[c:1]1([CH:7]2[CH2:8][O:9][c:10]3[cH:11][cH:12][cH:13][c:14]4[c:15]5[c:20]([n:21]2[c:22]34)[CH2:19][CH2:18][CH:17]([Cl:24])[C:16]5=[O:23])[cH:2][cH:3][cH:4][cH:5][cH:6]1. Starting materials: CN(CCCC1C2=C(CCC3=C1C=CC(=C3)OCCCC(=O)NCC3=CC=C(C(=O)O)C=C3)C=CC=C2)C (4-({4-[5-(3-dimethylaminopropyl)-10,11-dihydro-5H-dibenzo[a,d]cyclohepten-2-yloxy]butyrylamino}methyl)benzoic Acid), ON1C(CCC1=O)=O (N-hydroxysuccinimide), Cl.C(C)N=C=NCCCN(C)C (1-ethyl-3-(3-dimethylaminopropyl)carbodiimide HCl). Solvent: C(Cl)Cl (CH2Cl2). Reaction conditions: time 8 hour. The product is O=C1N(C(CC1)=O)OC(C1=CC=C(C=C1)CNC(CCCOC1=CC2=C(C(C3=C(CC2)C=CC=C3)CCCN(C)C)C=C1)=O)=O (4-({4-[5-(3-dimethylaminopropyl)-10,11-dihydro-5H-dibenzo[a,d]cyclohepten-2-yloxy]butyrylamino}methyl)benzoic acid 2,5-dioxo-pyrrolidin-1-yl Ester). Isolated yield 32.9%. Reaction SMILES: [CH3:1][N:2]([CH3:38])[CH2:3][CH2:4][CH2:5][CH:6]1[C:12]2[CH:13]=[CH:14][C:15]([O:17][CH2:18][CH2:19][CH2:20][C:21]([NH:23][CH2:24][C:25]3[CH:33]=[CH:32][C:28]([C:29]([OH:31])=[O:30])=[CH:27][CH:26]=3)=[O:22])=[CH:16][C:11]=2[CH2:10][CH2:9][C:8]2[CH:34]=[CH:35][CH:36]=[CH:37][C:7]1=2.O[N:40]1[C:44](=[O:45])[CH2:43][CH2:42][C:41]1=[O:46].Cl.C(N=C=NCCCN(C)C)C>C(Cl)Cl>[O:46]=[C:41]1[CH2:42][CH2:43][C:44](=[O:45])[N:40]1[O:30][C:29](=[O:31])[C:28]1[CH:27]=[CH:26][C:25]([CH2:24][NH:23][C:21](=[O:22])[CH2:20][CH2:19][CH2:18][O:17][C:15]2[CH:14]=[CH:13][C:12]3[CH:6]([CH2:5][CH2:4][CH2:3][N:2]([CH3:1])[CH3:38])[C:7]4[CH:37]=[CH:36][CH:35]=[CH:34][C:8]=4[CH2:9][CH2:10][C:11]=3[CH:16]=2)=[CH:33][CH:32]=1 |f:2.3|. Reported procedure: A solution of 87 mg (0.169 mmol) of the acid (15) in 10 ml of CH2Cl2 was treated with 40 mg (0.348 mmol) of N-hydroxysuccinimide and 87 mg (0.454 mmol) of 1-ethyl-3-(3-dimethylaminopropyl)carbodiimide HCl and stirred at room temperature overnight. The reaction was washed with H2O, saturated NaHCO3 and brine, dried over Na2SO4 and concentrated in vacuo. The residue was chromatographed on silica gel using 10% ether in CH2Cl2 as eluent to give 34 mg (33%) of 16 as a white amorphous solid. Starting materials: CCCCc1cn(C(C)(C)C)sc1=N, O=C(O)C1(c2ccccc2)CCCC1. Yields the product CCCCc1cn(C(C)(C)C)sc1=NC(=O)C1(c2ccccc2)CCCC1. RXN SMILES: [C:1]([CH3:2])([CH3:3])([CH3:4])[n:5]1[s:6][c:7](=[NH:14])[c:8]([CH2:10][CH2:11][CH2:12][CH3:13])[cH:9]1.[c:15]1([C:21]2([C:26](=[O:27])[OH:28])[CH2:22][CH2:23][CH2:24][CH2:25]2)[cH:16][cH:17][cH:18][cH:19][cH:20]1>>[C:1]([CH3:2])([CH3:3])([CH3:4])[n:5]1[s:6][c:7](=[N:14][C:26]([C:21]2([c:15]3[cH:16][cH:17][cH:18][cH:19][cH:20]3)[CH2:22][CH2:23][CH2:24][CH2:25]2)=[O:27])[c:8]([CH2:10][CH2:11][CH2:12][CH3:13])[cH:9]1. Reactants: CO, CC1(C)CC(=O)C2OC2C1, [K+], [OH-], O. Yields the product COC1=CCC(C)(C)CC1=O. Reaction SMILES: [CH3:13][OH:14].[CH3:1][C:2]1([CH3:10])[CH2:3][C:4](=[O:9])[CH:5]2[O:6][CH:7]2[CH2:8]1.[K+:12].[OH-:11].[OH2:15]>>[CH3:1][C:2]1([CH3:10])[CH2:3][C:4](=[O:9])[C:5]([O:6][CH3:13])=[CH:7][CH2:8]1. Reactants: N(=C=S)C1=CC=C(C=C1)N1CCN(CC1)C (1-(4-isothiocyanatophenyl)-4-methylpiperazine), N#CN (cyanamide), BrCC(=O)C1=CC(=CC=C1)SC (2-bromo-1-(3-methylsulfanyl-phenyl)ethanone), CC(C)([O-])C.[K+] (potassium tert-butoxide). Run in C(C)#N (acetonitrile), C(C)(C)(C)O (t-butanol), C(C)(=O)OCC (ethyl acetate). Run at time 30 minute. Yields the product NC=1N=C(SC1C(=O)C1=CC(=CC=C1)SC)NC1=CC=C(C=C1)N1CCN(CC1)C ([4-amino-2-[[4-(4-methyl-1-piperazinyl)phenyl]amino]-5-thiazolyl](3-methylsulfanyl-phenyl)methanone). The yield is 50.0%. Reaction SMILES: [N:1]([C:4]1[CH:9]=[CH:8][C:7]([N:10]2[CH2:15][CH2:14][N:13]([CH3:16])[CH2:12][CH2:11]2)=[CH:6][CH:5]=1)=[C:2]=[S:3].[N:17]#[C:18][NH2:19].CC(C)([O-])C.[K+].Br[CH2:27][C:28]([C:30]1[CH:35]=[CH:34][CH:33]=[C:32]([S:36][CH3:37])[CH:31]=1)=[O:29]>C(#N)C.C(O)(C)(C)C.C(OCC)(=O)C>[NH2:17][C:18]1[N:19]=[C:2]([NH:1][C:4]2[CH:5]=[CH:6][C:7]([N:10]3[CH2:11][CH2:12][N:13]([CH3:16])[CH2:14][CH2:15]3)=[CH:8][CH:9]=2)[S:3][C:27]=1[C:28]([C:30]1[CH:35]=[CH:34][CH:33]=[C:32]([S:36][CH3:37])[CH:31]=1)=[O:29] |f:2.3|. Reported procedure: To a mixture of 1-(4-isothiocyanatophenyl)-4-methylpiperazine (of Example 1; 0.466 g, 2.0 mmol) and cyanamide (0.088 g, 2.1 mmol) in acetonitrile (3 mL) and t-butanol (5 ml), a solution of potassium tert-butoxide (2.0 mL, 1.0 M in tert-BuOH) was added. After 30 minutes at room temperature, 2-bromo-1-(3-methylsulfanyl-phenyl)ethanone (which can be prepared by the procedure of Rogers, N. H. et. al. EP 87953; 0.49 g, 2.0 mmol) was added. The reaction mixture was stirred at room temperature for 1 ho... The reactants are [NH4+].[Cl-] (NH4Cl), C1(CCC2=CC=3CCCC3C=C12)=O (3,5,6,7-tetrahydro-s-indacen-1(2H)-one), p-toluenesulfonyl hydrazide, C(CCC)[Li] (n-butyllithium), CCCCCC (hexane). Solvent: C(C)(C)O (i-propanol). Product: C1CCC2=CC=3CC=CC3C=C12 (1,2,3,5-tetrahydro-s-indacene). RXN SMILES: [C:1]1(=O)[C:12]2[C:4](=[CH:5][C:6]3[CH2:7][CH2:8][CH2:9][C:10]=3[CH:11]=2)[CH2:3][CH2:2]1.C([Li])CCC.CCCCCC.[NH4+].[Cl-]>C(O)(C)C>[CH2:7]1[C:6]2[C:10](=[CH:11][C:12]3[CH2:1][CH:2]=[CH:3][C:4]=3[CH:5]=2)[CH2:9][CH2:8]1 |f:3.4|. Reported procedure: The mixture of 3,5,6,7-tetrahydro-s-indacen-1(2H)-one (12.4 g, 0.072 mol), p-toluenesulfonyl hydrazide (13.4 g, 0.072 mol), 0.5 g TSA and i-propanol (100 ml) was refluxed by 5 min, and cooled to room temperature. Precipitate was filtered, washed by MeOH and dried, given 21 g of product (90%). Suspension of obtained hydrazone in 250 ml abs. Et2O was cooled to −70° C. and was treated with 15% n-butyllithium in hexane (100 ml. 0.16 mol). The resulting mixture was allowed to warm up to r.t. and refl... Conditions: temperature -70 celsius, time 2 hour. Reactants: solution, C(CCC)[Li] (n-butyllithium), C1CCOC1 (THF), C=1CC=C2CCCCCC12 (2,4,5,6,7,8-hexahydroazulene), CCCCCC (hexane), 95A, C[Si](Cl)(Cl)C (dimethyldichlorosilane). The product is C=1C(C=C2CCCCCC12)[Si](C)(C)C1C=C2CCCCCC2=C1 (bis(2,4,5,6,7,8-hexahydroazulen-2-yl)dimethylsilane). Reaction SMILES: [CH2:1]([Li])[CH2:2][CH2:3][CH3:4].C1COCC1.[CH:11]1[CH2:12][CH:13]=[C:14]2[C:20]=1[CH2:19][CH2:18][CH2:17][CH2:16][CH2:15]2.[CH3:21][Si:22]([CH3:25])(Cl)Cl.[CH3:26][CH2:27][CH2:28][CH2:29][CH2:30][CH3:31]>>[CH:3]1[CH:2]([Si:22]([CH:12]2[CH:11]=[C:20]3[C:14]([CH2:15][CH2:16][CH2:17][CH2:18][CH2:19]3)=[CH:13]2)([CH3:25])[CH3:21])[CH:1]=[C:26]2[C:4]=1[CH2:31][CH2:30][CH2:29][CH2:28][CH2:27]2. Reported procedure: 12 ml of a solution of n-butyllithium 2.5 M in hexane are added, at room temperature, to a solution in 100 ml of THF containing 4.1 grams (0.03 moles) of 2,4,5,6,7,8-hexahydroazulene (prepared as described in the copending patent application of the same applicant IT-A-MI 95A 002707). There is an exothermic reaction with the formation of a white solid. The mixture is left under stirring for 2 hours and is then cooled to -70° C. and 1.93 grams (0.015 moles) of dimethyldichlorosilane are added, ove...